describe an organic reaction: reactants, conditions, products, and yield From a dataset of the Open Reaction Database (ORD), a public repository of structured organic reaction records. The product is CCCCN=C(N(CCCC)CCCC)N(CCCC)CCCC. As a reaction SMILES: [CH2:1]([CH2:2][CH2:3][CH3:4])[N:5]([C:6]([N:7]([CH2:8][CH2:9][CH2:10][CH3:11])[CH2:12][CH2:13][CH2:14][CH3:15])=[O:16])[CH2:17][CH2:18][CH2:19][CH3:20].[CH2:26]([CH2:27][CH2:28][CH3:29])[NH2:30].[CH3:31][C:32]#[N:33].[P:21]([Cl:22])([Cl:23])([Cl:24])=[O:25]>>[CH2:1]([CH2:2][CH2:3][CH3:4])[N:5]([C:6]([N:7]([CH2:8][CH2:9][CH2:10][CH3:11])[CH2:12][CH2:13][CH2:14][CH3:15])=[N:30][CH2:26][CH2:27][CH2:28][CH3:29])[CH2:17][CH2:18][CH2:19][CH3:20]. Reactants: CCCCN(CCCC)C(=O)N(CCCC)CCCC, CCCCN, CC#N, O=P(Cl)(Cl)Cl. Reactants: [Br-], C1CCOC1, C[Mg+], Cc1ccc(S(=O)(=O)OCC(CCC2(O)CC2)CC2COC(C)(C)N2C(=O)OC(C)(C)C)cc1. The product is CC(C)(C)OC(=O)N1C(CC2CCC3(CC3)OC2)COC1(C)C. Reaction SMILES: [Br-:35].[CH2:38]1[O:39][CH2:40][CH2:41][CH2:42]1.[CH3:36][Mg+:37].[OH:1][C:2]1([CH2:5][CH2:6][CH:7]([CH2:8][CH:9]2[N:10]([C:16](=[O:17])[O:18][C:19]([CH3:20])([CH3:21])[CH3:22])[C:11]([CH3:14])([CH3:15])[O:12][CH2:13]2)[CH2:23][O:24][S:25]([c:26]2[cH:27][cH:28][c:29]([CH3:30])[cH:31][cH:32]2)(=[O:33])=[O:34])[CH2:3][CH2:4]1>>[C:2]12([CH2:3][CH2:4]1)[CH2:5][CH2:6][CH:7]([CH2:8][CH:9]1[N:10]([C:16](=[O:17])[O:18][C:19]([CH3:20])([CH3:21])[CH3:22])[C:11]([CH3:14])([CH3:15])[O:12][CH2:13]1)[CH2:23][O:24]2. Reactants: O=C(O)Cc1ccc2c(c1)C(=O)c1ccccc1CO2, NCc1ccccc1. Reagents/catalysts: CN(C)C(=[N+](C)C)ON1C2=C(C=CC=N2)N=N1.F[P-](F)(F)(F)(F)F (HATU), CCN(C(C)C)C(C)C (DIPEA). Solvent: CN(C)C=O (DMF), CN(C)C=O (DMF), CN(C)C=O (DMF), CN(C)C=O (DMF), CN(C)C=O (DMF), CN(C)C=O (DMF). Run at temperature 25 celsius, time 2 hour. Yields the product O=C(Cc1ccc2c(c1)C(=O)c1ccccc1CO2)NCc1ccccc1. The yield is 88.4%. RXN SMILES: NCc1ccccc1.O=C(O)Cc1ccc2c(c1)C(=O)c1ccccc1CO2.CN(C)C(=[N+](C)C)ON1C2=C(C=CC=N2)N=N1.F[P-](F)(F)(F)(F)F.CCN(C(C)C)C(C)C.CN(C)C=O>>O=C(Cc1ccc2c(c1)C(=O)c1ccccc1CO2)NCc1ccccc1.